From a dataset of the Open Reaction Database (ORD), a public repository of structured organic reaction records. describe an organic reaction: reactants, conditions, products, and yield The reactants are C(C)(=O)OC1=C(C(=C(C=C1)C=CC1=CC=CC=C1)OC(C)=O)OC(C)=O (triacetoxystilbene), C(C)(=O)[O-].[NH4+] (ammonium acetate), CO (methanol). Conditions: temperature 5 celsius, time 3 hour. Yields the product C1(=CC(O)=CC(O)=C1)C=CC1=CC=C(O)C=C1 (resveratrol). Isolated yield 97.0%. Reaction SMILES: C(O[C:5]1[CH:10]=[CH:9][C:8]([CH:11]=[CH:12][C:13]2[CH:18]=CC=[CH:15][CH:14]=2)=[C:7](OC(=O)C)[C:6]=1[O:23]C(=O)C)(=O)C.[C:27]([O-:30])(=O)[CH3:28].[NH4+].C[OH:33]>>[C:8]1([CH:11]=[CH:12][C:13]2[CH:18]=[CH:28][C:27]([OH:30])=[CH:15][CH:14]=2)[CH:7]=[C:6]([OH:23])[CH:5]=[C:10]([OH:33])[CH:9]=1 |f:1.2|. Procedure details: 2.10 g (6.0 mmol) triacetoxystilbene were dissolved under reflux in 19.3 ml methanol and 39 ml ammonium acetate solution (25%) was added to the solution. The reaction mixture was stirred for three hours at the same temperature and afterwards the methanol was distilled off. By cooling to 5° C. the product crystallized and could be filtered off. 1.33 g (5.82 mmol, 97%) resveratrol were obtained as a pure compound. The mother liquor was purified by extraction with methyl-butyl-ether and neutralized... Starting materials: C(C)(=O)SCCC(=O)N1[C@H](C(=O)O)CC(C1)(CC=1SC=CC1)O (1-[3-(Acetylthio)-1-oxopropyl]-4-hydroxy-4-[(2-thienyl)methyl]-L-proline), N (ammonia). Product: OC1(C[C@H](N(C1)C(CCS)=O)C(=O)O)CC=1SC=CC1 (4-hydroxy-1-(3-mercapto-1-oxopropyl)-4-[(2-thienyl)methyl]-L-proline). RXN SMILES: C([S:4][CH2:5][CH2:6][C:7]([N:9]1[CH2:16][C:15]([OH:23])([CH2:17][C:18]2[S:19][CH:20]=[CH:21][CH:22]=2)[CH2:14][C@H:10]1[C:11]([OH:13])=[O:12])=[O:8])(=O)C.N>>[OH:23][C:15]1([CH2:17][C:18]2[S:19][CH:20]=[CH:21][CH:22]=2)[CH2:16][N:9]([C:7](=[O:8])[CH2:6][CH2:5][SH:4])[C@H:10]([C:11]([OH:13])=[O:12])[CH2:14]1. Reported procedure: The product from part (b) is treated with concentrated ammonia according to the procedure of Example 2 to yield 4-hydroxy-1-(3-mercapto-1-oxopropyl)-4-[(2-thienyl)methyl]-L-proline. The reactants are FC1=CC=C(C=C1)C=1C=C(C(NC1C)=O)C#N (1,2-dihydro-5-(4-fluorophenyl)-6-methyl-2-oxo-3-pyridinecarbonitrile), N1C=NC=C1 (imidazole), C([O-])([O-])=O.[K+].[K+] (potassium carbonate). Reagents/catalysts: [Cu] (copper), [Cu]I (copper (I) iodide). The solvent is O (water). Run at temperature 200 celsius, time 8 hour. Product: N1(C=NC=C1)C1=CC=C(C=C1)C=1C=C(C(NC1C)=O)C#N (1,2-dihydro-5-[4-(1H-imidazol-1-yl)phenyl]-6-methyl-2-oxo-3-pyridinecarbonitrile). Isolated yield 11.6%. As a reaction SMILES: F[C:2]1[CH:7]=[CH:6][C:5]([C:8]2[CH:9]=[C:10]([C:16]#[N:17])[C:11](=[O:15])[NH:12][C:13]=2[CH3:14])=[CH:4][CH:3]=1.[NH:18]1[CH:22]=[CH:21][N:20]=[CH:19]1.C(=O)([O-])[O-].[K+].[K+]>O.[Cu].[Cu]I>[N:18]1([C:2]2[CH:7]=[CH:6][C:5]([C:8]3[CH:9]=[C:10]([C:16]#[N:17])[C:11](=[O:15])[NH:12][C:13]=3[CH3:14])=[CH:4][CH:3]=2)[CH:22]=[CH:21][N:20]=[CH:19]1 |f:2.3.4|. Procedure details: A mixture of 1,2-dihydro-5-(4-fluorophenyl)-6-methyl-2-oxo-3-pyridinecarbonitrile (5.0 grams), imidazole (25 grams), potassium carbonate (5 grams), copper (0.5 grams) and copper (I) iodide (0.5 grams) is heated just at 200° C. for 24 hours and then at 260° C. for 8 hours. After cooling, the reaction mixture is diluted with water and filtered. The filtrate is acidified with 6 N hydrochloric acid and the precipitate is collected. This solid is boiled in 1 liter of methanol and the hot mixture is f... The reactants are FC(C(=O)O)(F)F.FC(C(=O)O)(F)F.FC(C(=O)O)(F)F.ClC=1C=NC=2NC=3C=NC=C(CCC4=C(C=CC(NC1N2)=C4)OCC(N4CCNCC4)=O)C3 (6-chloro-12-(2-oxo-2-piperazin-1-ylethoxy)-2,4,8,18,22-pentaazatetracyclo[14.3.1.1(3,7).1(9,13)]docosa-1(20),3(22),4,6,9(21),10,12,16,18-nonaene tris(trifluoroacetate)), C1(=CC=CC=C1)N=C=O (phenyl isocyanate). Yields the product FC(C(=O)O)(F)F.FC(C(=O)O)(F)F.ClC=1C=NC=2NC=3C=NC=C(CCC4=C(C=CC(NC1N2)=C4)OCC(=O)N4CCN(CC4)C(=O)NC4=CC=CC=C4)C3 (4-({[6-Chloro-2,4,8,18,22-pentaazatetracyclo[14.3.1.1(3,7).1(9,13)]docosa-1(20),3(22),4,6,9(21),10,12,16,18-nonaen-12-yl]oxy}acetyl)-N-phenylpiperazine-1-carboxamide bis(trifluoroacetate)). Isolated yield 70.0%. Reaction SMILES: [F:1][C:2]([F:7])([F:6])[C:3]([OH:5])=[O:4].[F:8][C:9]([F:14])([F:13])[C:10]([OH:12])=[O:11].FC(F)(F)C(O)=O.[Cl:22][C:23]1[CH:24]=[N:25][C:26]2[NH:27][C:28]3[CH:29]=[N:30][CH:31]=[C:32]([CH:54]=3)[CH2:33][CH2:34][C:35]3[CH:43]=[C:39]([NH:40][C:41]=1[N:42]=2)[CH:38]=[CH:37][C:36]=3[O:44][CH2:45][C:46](=[O:53])[N:47]1[CH2:52][CH2:51][NH:50][CH2:49][CH2:48]1.[C:55]1([N:61]=[C:62]=[O:63])[CH:60]=[CH:59][CH:58]=[CH:57][CH:56]=1>>[F:1][C:2]([F:7])([F:6])[C:3]([OH:5])=[O:4].[F:8][C:9]([F:14])([F:13])[C:10]([OH:12])=[O:11].[Cl:22][C:23]1[CH:24]=[N:25][C:26]2[NH:27][C:28]3[CH:29]=[N:30][CH:31]=[C:32]([CH:54]=3)[CH2:33][CH2:34][C:35]3[CH:43]=[C:39]([NH:40][C:41]=1[N:42]=2)[CH:38]=[CH:37][C:36]=3[O:44][CH2:45][C:46]([N:47]1[CH2:52][CH2:51][N:50]([C:62]([NH:61][C:55]2[CH:60]=[CH:59][CH:58]=[CH:57][CH:56]=2)=[O:63])[CH2:49][CH2:48]1)=[O:53] |f:0.1.2.3,5.6.7|. Procedure details: The desired compound was prepared according to the procedure of Example D41 using 6-chloro-12-(2-oxo-2-piperazin-1-ylethoxy)-2,4,8,18,22-pentaazatetracyclo[14.3.1.1(3,7).1(9,13)]docosa-1(20),3(22),4,6,9(21),10,12,16,18-nonaene tris(trifluoroacetate) and phenyl isocyanate as the starting materials in 70% yield. LCMS for C30H30ClN8O3 (M+H)+: m/z=585.0. Starting materials: C(C1=CC=CC=C1)N1C(=NC2=C1C=C(C=1N2C(=NN1)C)Cl)C (3-benzyl-5-chloro-2,8-dimethyl-3H-imidazo[4,5-e][1,2,4]triazolo[4,3-a]pyridine), Cl.CN1CCC(CC1)N (1-methylpiperidin-4-amine hydrochloride), CC(C)(C)[O-].[Na+] (NaOtBu), CC1(C2=CC=CC(=C2OC=2C(=CC=CC12)P(C1=CC=CC=C1)C1=CC=CC=C1)P(C1=CC=CC=C1)C1=CC=CC=C1)C ((9,9-dimethyl-9H-xanthene-4,5-diyl)bis(diphenylphosphine)). Reagents/catalysts: C=1C=CC(=CC1)/C=C/C(=O)/C=C/C2=CC=CC=C2.C=1C=CC(=CC1)/C=C/C(=O)/C=C/C2=CC=CC=C2.C=1C=CC(=CC1)/C=C/C(=O)/C=C/C2=CC=CC=C2.[Pd].[Pd] (tris(dibenzylideneacetone)dipalladium(0)). Solvent: C(C)#N (acetonitrile), C1(=CC=CC=C1)C (toluene). Conditions: temperature 125 celsius. The product is C(C1=CC=CC=C1)N1C(=NC2=C1C=C(C=1N2C(=NN1)C)NC1CCN(CC1)C)C (3-Benzyl-2,8-dimethyl-N-(1-methylpiperidin-4-yl)-3H-imidazo[4,5-e][1,2,4]triazolo[4,3-a]pyridin-5-amine). RXN SMILES: [CH2:1]([N:8]1[C:12]2[CH:13]=[C:14](Cl)[C:15]3[N:16]([C:17]([CH3:20])=[N:18][N:19]=3)[C:11]=2[N:10]=[C:9]1[CH3:22])[C:2]1[CH:7]=[CH:6][CH:5]=[CH:4][CH:3]=1.Cl.[CH3:24][N:25]1[CH2:30][CH2:29][CH:28]([NH2:31])[CH2:27][CH2:26]1.CC([O-])(C)C.[Na+].CC1(C)C2C=CC=C(P(C3C=CC=CC=3)C3C=CC=CC=3)C=2OC2C1=CC=CC=2P(C1C=CC=CC=1)C1C=CC=CC=1>C1(C)C=CC=CC=1.C(#N)C.C1C=CC(/C=C/C(/C=C/C2C=CC=CC=2)=O)=CC=1.C1C=CC(/C=C/C(/C=C/C2C=CC=CC=2)=O)=CC=1.C1C=CC(/C=C/C(/C=C/C2C=CC=CC=2)=O)=CC=1.[Pd].[Pd]>[CH2:1]([N:8]1[C:12]2[CH:13]=[C:14]([NH:31][CH:28]3[CH2:29][CH2:30][N:25]([CH3:24])[CH2:26][CH2:27]3)[C:15]3[N:16]([C:17]([CH3:20])=[N:18][N:19]=3)[C:11]=2[N:10]=[C:9]1[CH3:22])[C:2]1[CH:7]=[CH:6][CH:5]=[CH:4][CH:3]=1 |f:1.2,3.4,8.9.10.11.12|. Reported procedure: A degassed mixture of 3-benzyl-5-chloro-2,8-dimethyl-3H-imidazo[4,5-e][1,2,4]triazolo[4,3-a]pyridine (37 mg, 0.12 mmol, from Step 1), 1-methylpiperidin-4-amine hydrochloride (54 mg, 0.36 mmol, Matrix), NaOtBu (57 mg, 0.59 mmol, Aldrich), (9,9-dimethyl-9H-xanthene-4,5-diyl)bis(diphenylphosphine) (17 mg, 0.030 mmol, Aldrich) and tris(dibenzylideneacetone)dipalladium(0) (13 mg, 0.014 mmol, Aldrich) in toluene (1.8 mL) was heated at 125° C. for 80 minutes. After cooling to room temperature, the mixt... Reactants: CC(=O)OC1CCC2(CO)C(=CCC3C4CCC(=O)C4(C)CCC32)C1, CC(C)(C)O[Al](OC(C)(C)C)OC(C)(C)C, O=C([O-])C(O)C(O)C(=O)[O-], [H-], [K+], [Li+], [Na+], C1CCOC1. Product: CC(=O)OC1CCC2(CO)C(=CCC3C2CCC2(C)C(O)CCC32)C1. As a reaction SMILES: [C:1]([CH3:2])(=[O:3])[O:4][CH:5]1[CH2:6][C:7]2=[CH:8][CH2:9][CH:10]3[CH:11]4[CH2:12][CH2:13][C:14](=[O:25])[C:15]4([CH3:16])[CH2:17][CH2:18][CH:19]3[C:20]2([CH2:23][OH:24])[CH2:21][CH2:22]1.[C:27]([O:28][Al:29]([O:30][C:31]([CH3:32])([CH3:33])[CH3:34])[O:35][C:36]([CH3:37])([CH3:38])[CH3:39])([CH3:40])([CH3:41])[CH3:42].[C:44]([CH:45]([CH:46]([C:47]([O-:48])=[O:49])[OH:50])[OH:51])([O-:52])=[O:53].[H-:26].[K+:54].[Li+:43].[Na+:55].[O:56]1[CH2:57][CH2:58][CH2:59][CH2:60]1>>[C:1]([CH3:2])(=[O:3])[O:4][CH:5]1[CH2:6][C:7]2=[CH:8][CH2:9][CH:10]3[CH:11]4[CH2:12][CH2:13][CH:14]([OH:25])[C:15]4([CH3:16])[CH2:17][CH2:18][CH:19]3[C:20]2([CH2:23][OH:24])[CH2:21][CH2:22]1.